Task: describe an organic reaction: reactants, conditions, products, and yield. Dataset: the Open Reaction Database (ORD), a public repository of structured organic reaction records The reactants are F[B-](F)(F)F, CC(C)(C)OC(=O)N(CCOc1cc(Cl)cc(C(=O)O)c1)c1ccncc1, CCN(C(C)C)C(C)C, CC(C)NCCc1nc(N)no1, CN(C)C=O, On1nnc2ccccc21, CN(C)C(On1nnc2ccccc21)=[N+](C)C. The product is CC(C)N(CCc1nc(N)no1)C(=O)c1cc(Cl)cc(OCCN(C(=O)OC(C)(C)C)c2ccncc2)c1. Reaction SMILES: [B-:28]([F:29])([F:30])([F:31])[F:32].[C:1]([CH3:2])([CH3:3])([CH3:4])[O:5][C:6](=[O:7])[N:8]([CH2:9][CH2:10][O:11][c:12]1[cH:13][c:14]([C:15](=[O:16])[OH:17])[cH:18][c:19]([Cl:21])[cH:20]1)[c:22]1[cH:23][cH:24][n:25][cH:26][cH:27]1.[CH:60]([N:61]([CH2:62][CH3:63])[CH:64]([CH3:65])[CH3:66])([CH3:67])[CH3:68].[CH:69]([CH3:70])([CH3:71])[NH:72][CH2:73][CH2:74][c:75]1[n:76][c:77]([NH2:80])[n:78][o:79]1.[O:81]=[CH:82][N:83]([CH3:84])[CH3:85].[OH:50][n:51]1[c:52]2[c:53]([cH:54][cH:55][cH:56][cH:57]2)[n:58][n:59]1.[n:33]1([O:34][C:35]([N:36]([CH3:37])[CH3:38])=[N+:39]([CH3:40])[CH3:41])[c:42]2[cH:43][cH:44][cH:45][cH:46][c:47]2[n:48][n:49]1>>[C:1]([CH3:2])([CH3:3])([CH3:4])[O:5][C:6](=[O:7])[N:8]([CH2:9][CH2:10][O:11][c:12]1[cH:13][c:14]([C:15](=[O:17])[N:72]([CH:69]([CH3:70])[CH3:71])[CH2:73][CH2:74][c:75]2[n:76][c:77]([NH2:80])[n:78][o:79]2)[cH:18][c:19]([Cl:21])[cH:20]1)[c:22]1[cH:23][cH:24][n:25][cH:26][cH:27]1. Starting materials: C(C)(C)(C)OC(=O)N1C[C@@H]([C@H](C1)C1=CC(=CC=C1)F)[C@@H](C)N1CCC(CC1)C=1C(=NN(C1C)CC)CC (1-tert-butoxycarbonyl-3-(R)-(1-(R)-(4-(1,3-diethyl-5-methylpyrazol-4-yl)piperidin-1-yl)ethyl)-4-(S)-(3-fluorophenyl)pyrrolidine), N1CCCCC1 (Piperidine). Product: C(C)N1N=C(C(=C1C)C1CCN(CC1)[C@H](C)[C@H]1CNC[C@@H]1C1=CC(=CC=C1)F)CC (3-(R)-(1-(R)-(4-(1,3-Diethyl-5-methylpyrazol-4-yl)piperidin-1-yl)ethyl)-4-(S)-(3-fluorophenyl)pyrrolidine). As a reaction SMILES: C(OC([N:8]1[CH2:12][C@H:11]([C:13]2[CH:18]=[CH:17][CH:16]=[C:15]([F:19])[CH:14]=2)[C@@H:10]([C@H:20]([N:22]2[CH2:27][CH2:26][CH:25]([C:28]3[C:29]([CH2:36][CH3:37])=[N:30][N:31]([CH2:34][CH3:35])[C:32]=3[CH3:33])[CH2:24][CH2:23]2)[CH3:21])[CH2:9]1)=O)(C)(C)C.N1CCCCC1>>[CH2:34]([N:31]1[C:32]([CH3:33])=[C:28]([CH:25]2[CH2:24][CH2:23][N:22]([C@@H:20]([C@@H:10]3[C@@H:11]([C:13]4[CH:18]=[CH:17][CH:16]=[C:15]([F:19])[CH:14]=4)[CH2:12][NH:8][CH2:9]3)[CH3:21])[CH2:27][CH2:26]2)[C:29]([CH2:36][CH3:37])=[N:30]1)[CH3:35]. Procedure: The title compound was prepared from 1-tert-butoxycarbonyl-3-(R)-(1-(R)-(4-(1,3-diethyl-5-methylpyrazol-4-yl)piperidin-1-yl)ethyl)-4-(S)-(3-fluorophenyl)pyrrolidine (from Step E) using a procedure analogous to that described for Piperidine 8, Step F. 1H NMR (500 MHz) δ 0.94 (d, J=6.4, 3H), 1.08 (m, 1H), 1.19 (t, J=7.5, 3H), 1.35 (t, J=7.2, 3H), 1.56 (m, 1H), 1.79 (m, 1H), 1.92 (m, 1H), 2.10–2.25 (m, 5H), 2.33 (m, 1H), 2.45–2.88 (m, 8H), 3.19–3.39 (m, 3H), 4.01 (q, J=7.2, 2H), 6.83 (m, 1H), 7.04 ...